This data is from the Open Reaction Database (ORD), a public repository of structured organic reaction records. The task is: describe an organic reaction: reactants, conditions, products, and yield Starting materials: ClC(C(OC(C)(C)C)=N)(Cl)Cl (tert-butyl 2,2,2-trichloroacetimidate), B(F)(F)F.CCOCC (boron trifluoride diethyl etherate), ClC(C(OC(C)(C)C)=N)(Cl)Cl (tert-butyl 2,2,2-trichloroacetimidate), B(F)(F)F.CCOCC (boron trifluoride diethyl etherate), B(F)(F)F.CCOCC (boron trifluoride diethyl etherate), N1C(=CC=C1)C(=O)O (pyrrole-2-carboxylic acid), C1CCCCC1 (cyclohexane), ClC(C(OC(C)(C)C)=N)(Cl)Cl (tert-butyl 2,2,2-trichloroacetimidate). Run in ClCCl (dichloromethane), CN(C=O)C (N,N-dimethylformamide). Conditions: time 2 hour. The product is N1C(=CC=C1)C(=O)OC(C)(C)C (tert-Butyl pyrrole-2-carboxylate). Yield: 79.7%. As a reaction SMILES: [NH:1]1[CH:5]=[CH:4][CH:3]=[C:2]1[C:6]([OH:8])=[O:7].C1CCCCC1.ClC(Cl)(Cl)C(=N)O[C:19]([CH3:22])([CH3:21])[CH3:20].B(F)(F)F.CCOCC>ClCCl.CN(C)C=O>[NH:1]1[CH:5]=[CH:4][CH:3]=[C:2]1[C:6]([O:8][C:19]([CH3:22])([CH3:21])[CH3:20])=[O:7] |f:3.4|. Procedure: At room temperature, to a solution of pyrrole-2-carboxylic acid (500 mg, 4,5 mmol) in anhydrous dichloromethane (5 mL) and anhydrous N,N-dimethylformamide (2.5 mL) was added anhydrous cyclohexane (20 mL). With vigorous stirring, to this clear solution was added (0.85 mL, 1.033 g, 4.73 mmol) of tert-butyl 2,2,2-trichloroacetimidate followed by dropwise addition of boron trifluoride diethyl etherate (170 mL). After stirring at room temperature for 2 hr, additional tert-butyl 2,2,2-trichloroacetimi... Reactants: [H-].[Al+3].[Li+].[H-].[H-].[H-] (lithium aluminum hydride), ice water, aqueous solution, [Cl-].[Al+3].[Cl-].[Cl-] (aluminum chloride), COC1=CC=C(C(=O)NC=2C(=C(C3=C(C(C(O3)(C)C)C3=CC=CC=C3)C2C)C)C)C=C1 (4-Methoxy-N-(2,2,4,6,7-pentamethyl-3-phenyl-2,3-dihydro-1-benzofuran-5-yl)benzamide), [OH-].[Na+] (sodium hydroxide). Solvent: O1CCCC1 (tetrahydrofuran). Run at time 10 minute. Product: COC1=CC=C(CNC=2C(=C(C3=C(C(C(O3)(C)C)C3=CC=CC=C3)C2C)C)C)C=C1 (N-(4-Methoxybenzyl)-2,2,4,6,7-pentamethyl-3-phenyl-2,3-dihydro-1-benzofuran-5-amine). The yield is 59.1%. As a reaction SMILES: [Cl-].[Al+3].[Cl-].[Cl-].[H-].[Al+3].[Li+].[H-].[H-].[H-].[CH3:11][O:12][C:13]1[CH:41]=[CH:40][C:16]([C:17]([NH:19][C:20]2[C:21]([CH3:39])=[C:22]([CH3:38])[C:23]3[O:27][C:26]([CH3:29])([CH3:28])[CH:25]([C:30]4[CH:35]=[CH:34][CH:33]=[CH:32][CH:31]=4)[C:24]=3[C:36]=2[CH3:37])=O)=[CH:15][CH:14]=1.[OH-].[Na+]>O1CCCC1>[CH3:11][O:12][C:13]1[CH:41]=[CH:40][C:16]([CH2:17][NH:19][C:20]2[C:21]([CH3:39])=[C:22]([CH3:38])[C:23]3[O:27][C:26]([CH3:29])([CH3:28])[CH:25]([C:30]4[CH:31]=[CH:32][CH:33]=[CH:34][CH:35]=4)[C:24]=3[C:36]=2[CH3:37])=[CH:15][CH:14]=1 |f:0.1.2.3,4.5.6.7.8.9,11.12|. Procedure: To a suspension of aluminum chloride (2.25 g, 16.9 mmol) in tetrahydrofuran (20 ml) was gradually added under ice cooling lithium aluminum hydride (640 mg, 16.9 mmol) and the resulting mixture was stirred at the same temperature for 10 minutes. To this mixture was added 4-Methoxy-N-(2,2,4,6,7-pentamethyl-3-phenyl-2,3-dihydro-1-benzofuran-5-yl)benzamide (1.40 g, 3.37 mmol) and the mixture was refluxed with heating for 3 hours. The reaction mixture was poured into ice water and neutralized with an... Starting materials: C(C)OC(CC1C(CN(CC1)C)CC1=CC=CC=C1)=O (3-benzyl-1-methyl-4-piperidine-acetic acid ethyl ester), polyphosphoric acid. The solvent is O (water). Reaction conditions: time 2 hour. Product: CN1CC2C(CC1)CC(C1=C(C2)C=CC=C1)=O (1,2,3,4,4a, 5,11,11 a-octahydro-2-methyl-6H-benzo[5,6]-cyclohepta[1,2-c]pyridin-6-one). Reaction SMILES: C(O[C:4](=[O:20])[CH2:5][CH:6]1[CH2:11][CH2:10][N:9]([CH3:12])[CH2:8][CH:7]1[CH2:13][C:14]1[CH:19]=[CH:18][CH:17]=[CH:16][CH:15]=1)C>O>[CH3:12][N:9]1[CH2:10][CH2:11][CH:6]2[CH2:5][C:4](=[O:20])[C:19]3[CH:18]=[CH:17][CH:16]=[CH:15][C:14]=3[CH2:13][CH:7]2[CH2:8]1. Procedure: 27 g of 3-benzyl-1-methyl-4-piperidine-acetic acid ethyl ester are slowly added to 250 g of polyphosphoric acid previously heated to 100°, the temperature is raised to 130° and the reaction mixture is stirred at this temperature for 2 hours. After cooling to room temperature the reaction mixture is poured on 1 liter of water, the resulting solution is washed out with ether and made alkaline with potassium carbonate (pH 9 to 10). The 1,2,3,4,4a5,11,11a-octahydro-2-methyl-6H-benzo[5,6]-cyclohepta[... Starting materials: COCCNC(=O)c1cccc2[nH]c(NCC3CCN(C(=O)OC(C)(C)C)CC3)nc12, CO, Cl, C1COCCO1. Yields the product COCCNC(=O)c1cccc2[nH]c(NCC3CCNCC3)nc12. RXN SMILES: [C:1]([O:2][C:3](=[O:4])[N:8]1[CH2:9][CH2:10][CH:11]([CH2:14][NH:15][c:16]2[n:17][c:18]3[c:19]([nH:20]2)[cH:21][cH:22][cH:23][c:24]3[C:25]([NH:26][CH2:27][CH2:28][O:29][CH3:30])=[O:31])[CH2:12][CH2:13]1)([CH3:5])([CH3:6])[CH3:7].[CH3:39][OH:40].[ClH:38].[O:32]1[CH2:33][CH2:34][O:35][CH2:36][CH2:37]1>>[NH:8]1[CH2:9][CH2:10][CH:11]([CH2:14][NH:15][c:16]2[n:17][c:18]3[c:19]([nH:20]2)[cH:21][cH:22][cH:23][c:24]3[C:25]([NH:26][CH2:27][CH2:28][O:29][CH3:30])=[O:31])[CH2:12][CH2:13]1.